This data is from the Open Reaction Database (ORD), a public repository of structured organic reaction records. The task is: describe an organic reaction: reactants, conditions, products, and yield The reactants are COC1=CC=C(C=C1)NN (4-methoxyphenylhydrazine), [N+](=O)([O-])C1=CC=C(C=C1)N1C(C(C(CC1)C(C(Cl)(Cl)Cl)=O)=O)=O (1-(4-nitro-phenyl)-4-(2,2,2-trichloro-acetyl)-piperidine-2,3-dione). Run in CO.C(C)(=O)O (methanol acetic acid). Yields the product OC1=NN(C=2C(N(CCC21)C2=CC=C(C=C2)[N+](=O)[O-])=O)C2=CC=C(C=C2)OC (3-hydroxy-1-(4-methoxy-phenyl)-6-(4-nitro-phenyl)-1,4,5,6-tetrahydro-pyrazolo[3,4-c]pyridin-7-one). Reaction SMILES: [CH3:1][O:2][C:3]1[CH:8]=[CH:7][C:6]([NH:9][NH2:10])=[CH:5][CH:4]=1.[N+:11]([C:14]1[CH:19]=[CH:18][C:17]([N:20]2[CH2:25][CH2:24][CH:23]([C:26](=[O:31])C(Cl)(Cl)Cl)[C:22](=O)[C:21]2=[O:33])=[CH:16][CH:15]=1)([O-:13])=[O:12]>CO.C(O)(=O)C>[OH:31][C:26]1[C:23]2[CH2:24][CH2:25][N:20]([C:17]3[CH:18]=[CH:19][C:14]([N+:11]([O-:13])=[O:12])=[CH:15][CH:16]=3)[C:21](=[O:33])[C:22]=2[N:9]([C:6]2[CH:7]=[CH:8][C:3]([O:2][CH3:1])=[CH:4][CH:5]=2)[N:10]=1 |f:2.3|. Procedure details: Condensation of 4-methoxyphenylhydrazine with 1-(4-nitro-phenyl)-4-(2,2,2-trichloro-acetyl)-piperidine-2,3-dione in refluxing methanol-acetic acid media afforded 3-hydroxy-1-(4-methoxy-phenyl)-6-(4-nitro-phenyl)-1,4,5,6-tetrahydro-pyrazolo[3,4-c]pyridin-7-one. Treatment of this intermediate with NaH and isopropyliodide afforded the corresponding 3-isopropoxy pyrazolo intermediate which was subjected to the same experimental protocol as described for Example 3 to afford the title compound. ESI ma... The reactants are FC1=CC=C(C=C1)[C@H](C[N+](=O)[O-])N[S@](=O)C(C)(C)C ((R,R)-2-methyl-propane-2-sulfinic acid [1-(4-fluoro-phenyl)-2-nitro-ethyl]-amide), [NH4+].[Cl-] (NH4Cl). Reagents/catalysts: [Zn] (Zn). Run in CC(=O)C.O (acetone H2O). Run at time 10 minute. Product: NC[C@@H](C1=CC=C(C=C1)F)N[S@](=O)C(C)(C)C ((R,R)-2-methyl-propane-2-sulfinic acid [2-amino-1-(4-fluoro-phenyl)-ethyl]-amide). Yield: 89.8%. As a reaction SMILES: [F:1][C:2]1[CH:7]=[CH:6][C:5]([C@@H:8]([NH:13][S@@:14]([C:16]([CH3:19])([CH3:18])[CH3:17])=[O:15])[CH2:9][N+:10]([O-])=O)=[CH:4][CH:3]=1.[NH4+].[Cl-]>[Zn].CC(C)=O.O>[NH2:10][CH2:9][C@H:8]([NH:13][S@@:14]([C:16]([CH3:19])([CH3:18])[CH3:17])=[O:15])[C:5]1[CH:4]=[CH:3][C:2]([F:1])=[CH:7][CH:6]=1 |f:1.2,4.5|. Procedure details: Zn powder (5.07 g, 77.6 mmol) was added to a solution of (R,R)-2-methyl-propane-2-sulfinic acid [1-(4-fluoro-phenyl)-2-nitro-ethyl]-amide (2.24 g, 7.76 mmol) and NH4Cl (4.15 g, 77.6 mmol) in 5:1 acetone/H2O (24 mL) at rt. After 10 min, the reaction mixture was filtered and the filtrate concentrated under reduced pressure. The crude residue was crystallized using CH2Cl2 (20 mL) and hexanes (50 mL) to provide (R,R)-2-methyl-propane-2-sulfinic acid [2-amino-1-(4-fluoro-phenyl)-ethyl]-amide (1.8 g, ... Starting materials: CC(C)=O, CC(C)O, CC#CCC(C)C(C=CC1C(OC2CCCCO2)CC(O)C1CC(=O)CCCCC(=O)O)OC1CCCCO1, O. Yields the product CC#CCC(C)C(C=CC1C(OC2CCCCO2)CC(=O)C1CC(=O)CCCCC(=O)O)OC1CCCCO1. As a reaction SMILES: [CH3:45][C:46]([CH3:47])=[O:48].[CH:40]([OH:41])([CH3:42])[CH3:43].[O:1]=[C:2]([CH2:3][CH2:4][CH2:5][CH2:6][C:7](=[O:8])[OH:9])[CH2:10][CH:11]1[CH:12]([OH:39])[CH2:13][CH:14]([O:32][CH:33]2[O:34][CH2:35][CH2:36][CH2:37][CH2:38]2)[CH:15]1[CH:16]=[CH:17][CH:18]([CH:19]([CH2:20][C:21]#[C:22][CH3:23])[CH3:24])[O:25][CH:26]1[O:27][CH2:28][CH2:29][CH2:30][CH2:31]1.[OH2:44]>>[O:1]=[C:2]([CH2:3][CH2:4][CH2:5][CH2:6][C:7](=[O:8])[OH:9])[CH2:10][CH:11]1[C:12](=[O:39])[CH2:13][CH:14]([O:32][CH:33]2[O:34][CH2:35][CH2:36][CH2:37][CH2:38]2)[CH:15]1[CH:16]=[CH:17][CH:18]([CH:19]([CH2:20][C:21]#[C:22][CH3:23])[CH3:24])[O:25][CH:26]1[O:27][CH2:28][CH2:29][CH2:30][CH2:31]1. The reactants are CCOC(=O)CC1CCCCN1C(=O)c1cc(-c2ccccc2)n(-c2ccc(OC)nc2)n1, CO, [Na+], [OH-]. Product: COc1ccc(-n2nc(C(=O)N3CCCCC3CC(=O)O)cc2-c2ccccc2)cn1. As a reaction SMILES: [CH2:1]([CH3:2])[O:3][C:4]([CH2:5][CH:6]1[N:7]([C:12](=[O:13])[c:14]2[n:15][n:16](-[c:25]3[cH:26][n:27][c:28]([O:31][CH3:32])[cH:29][cH:30]3)[c:17](-[c:19]3[cH:20][cH:21][cH:22][cH:23][cH:24]3)[cH:18]2)[CH2:8][CH2:9][CH2:10][CH2:11]1)=[O:33].[CH3:34][OH:35].[Na+:37].[OH-:36]>>[O:3]=[C:4]([CH2:5][CH:6]1[N:7]([C:12](=[O:13])[c:14]2[n:15][n:16](-[c:25]3[cH:26][n:27][c:28]([O:31][CH3:32])[cH:29][cH:30]3)[c:17](-[c:19]3[cH:20][cH:21][cH:22][cH:23][cH:24]3)[cH:18]2)[CH2:8][CH2:9][CH2:10][CH2:11]1)[OH:33]. Starting materials: CCC(CC)CNC(=O)c1ccc2cccc(Cc3ccc(C(=O)OC)cc3OC)c2c1, CO, [Li+], C1CCOC1, [OH-], O, O. Yields the product CCC(CC)CNC(=O)c1ccc2cccc(Cc3ccc(C(=O)O)cc3OC)c2c1. As a reaction SMILES: [CH2:4]([CH3:5])[CH:6]([CH2:7][NH:8][C:9](=[O:10])[c:11]1[cH:12][cH:13][c:14]2[cH:15][cH:16][cH:17][c:18]([CH2:21][c:22]3[c:23]([O:32][CH3:33])[cH:24][c:25]([C:26](=[O:27])[O:28][CH3:29])[cH:30][cH:31]3)[c:19]2[cH:20]1)[CH2:34][CH3:35].[CH3:36][OH:37].[Li+:3].[O:38]1[CH2:39][CH2:40][CH2:41][CH2:42]1.[OH-:2].[OH2:1].[OH2:43]>>[CH2:4]([CH3:5])[CH:6]([CH2:7][NH:8][C:9](=[O:10])[c:11]1[cH:12][cH:13][c:14]2[cH:15][cH:16][cH:17][c:18]([CH2:21][c:22]3[c:23]([O:32][CH3:33])[cH:24][c:25]([C:26](=[O:27])[OH:28])[cH:30][cH:31]3)[c:19]2[cH:20]1)[CH2:34][CH3:35]. Reactants: FC(C(=O)O)(F)F.NC1=NC(=NC=C1C(=O)C1=C(C=CC=C1)OC)NC1CCNCC1 ([4-amino-2-(piperidin-4-ylamino)-pyrimidin-5-yl]-(2-methoxy-phenyl)-methanone trifluoroacetic acid salt), ClC(=O)OCC(C)C (isobutyl chloroformate). Yields the product C(C(C)C)OC(=O)N1CCC(CC1)NC1=NC=C(C(=N1)N)C(C1=C(C=CC=C1)OC)=O (4-[4-amino-5-(2-methoxy-benzoyl)-pyrimidin-2-ylamino]-piperidine-1-carboxylic acid iso-butyl ester). RXN SMILES: FC(F)(F)C(O)=O.[NH2:8][C:9]1[C:14]([C:15]([C:17]2[CH:22]=[CH:21][CH:20]=[CH:19][C:18]=2[O:23][CH3:24])=[O:16])=[CH:13][N:12]=[C:11]([NH:25][CH:26]2[CH2:31][CH2:30][NH:29][CH2:28][CH2:27]2)[N:10]=1.Cl[C:33]([O:35][CH2:36][CH:37]([CH3:39])[CH3:38])=[O:34]>>[CH2:36]([O:35][C:33]([N:29]1[CH2:30][CH2:31][CH:26]([NH:25][C:11]2[N:10]=[C:9]([NH2:8])[C:14]([C:15](=[O:16])[C:17]3[CH:22]=[CH:21][CH:20]=[CH:19][C:18]=3[O:23][CH3:24])=[CH:13][N:12]=2)[CH2:27][CH2:28]1)=[O:34])[CH:37]([CH3:39])[CH3:38] |f:0.1|. Procedure: The same procedure as described in Example 17 was used, starting from [4-amino-2-(piperidin-4-ylamino)-pyrimidin-5-yl]-(2-methoxy-phenyl)-methanone trifluoroacetic acid salt, Example 11, and isobutyl chloroformate (Aldrich), to afford 4-[4-amino-5-(2-methoxy-benzoyl)-pyrimidin-2-ylamino]-piperidine-1-carboxylic acid iso-butyl ester. HRMS, observed: 428.2295; Calcd for (M+H)+: 428.2293 Reactants: ClC1=NC=CC(=N1)OC (2-chloro-4-methoxypyrimidine), tetrakis (triphenylphosphne)palladium (0), CN(C)C=O (DMF). Reagents/catalysts: [C-]#N.[Zn+2].[C-]#N (zinc cyanide). Solvent: CCOC(=O)C (EtOAc). Conditions: temperature 80 celsius. The product is COC1=NC(=NC=C1)C#N (4-methoxypyrimidine-2-carbonitrile). The yield is 50.0%. Reaction SMILES: Cl[C:2]1[N:7]=[C:6]([O:8][CH3:9])[CH:5]=[CH:4][N:3]=1.[CH3:10][N:11](C=O)C>CCOC(C)=O.[C-]#N.[Zn+2].[C-]#N>[CH3:9][O:8][C:6]1[CH:5]=[CH:4][N:3]=[C:2]([C:10]#[N:11])[N:7]=1 |f:3.4.5|. Reported procedure: 2-chloro-4-methoxypyrimidine (500 mg, 3.45 mmol) was combined with zinc cyanide (242 mg, 2.07 mmol) and tetrakis (triphenylphosphne)palladium (0) (159 mg, 0.14 mmol) in DMF (10 mL) and the slurry was heated at 80° C. under nitrogen for 6 h. The mixture was cooled to rt, diluted with EtOAc (50 mL) and washed twice with 2N ammonium hydroxide (50 mL). The EtOAc solution was washed with brine (20 mL) and concentrated in vacuo to provide the crude mixture. The crude was then purified by column chroma... Starting materials: C1=CC=C(C=2OC3=CC=CC=C3NC12)C(=O)OC (methyl phenoxazine-4-carboxylate), [OH-].[K+] (potassium hydroxide). Solvent: CO (methanol). Product: C1=CC=C(C=2OC3=CC=CC=C3NC12)C(=O)O.C(C)OCC (ethyl ether phenoxazine-4-carboxylic acid). As a reaction SMILES: [CH:1]1[C:14]2[NH:13][C:12]3[C:7](=[CH:8][CH:9]=[CH:10][CH:11]=3)[O:6][C:5]=2[C:4]([C:15]([O:17]C)=[O:16])=[CH:3][CH:2]=1.[OH-].[K+]>CO>[CH:1]1[C:14]2[NH:13][C:12]3[C:7](=[CH:8][CH:9]=[CH:10][CH:11]=3)[O:6][C:5]=2[C:4]([C:15]([OH:17])=[O:16])=[CH:3][CH:2]=1.[CH2:5]([O:6][CH2:7][CH3:8])[CH3:4] |f:1.2,4.5|. Reported procedure: A solution of methyl phenoxazine-4-carboxylate (0.241 g, 1 mmol) in methanol (25 ml) containing potassium hydroxide (0.560 g) was heated at reflux for 1 hour. The solvent was removed in vacuo and 5% hydrochloric acid added to the residue. The product was extracted with ethyl acetate, washed with water, dried over sodium sulfate and the solvent removed under reduced pressure. The solid residue was homogeneous by TLC over silica gel (ethyl acetate:hexane 1:3) and was different from the monocarboxy... As a reaction SMILES: CC(C)([O-])C.[K+].[CH3:7][C:8]1([CH3:30])[C@H:10]([CH:11]=O)[C@H:9]1[C:13]([O:15][CH2:16][C:17]1[C:22]([F:23])=[C:21]([F:24])[C:20]([CH2:25][O:26][CH3:27])=[C:19]([F:28])[C:18]=1[F:29])=[O:14].C(OP([CH:39]([Cl:42])[C:40]#[N:41])(=O)OCC)C>O1CCCC1>[Cl:42]/[C:39](/[C:40]#[N:41])=[CH:11]\[C@H:10]1[C@@H:9]([C:13]([O:15][CH2:16][C:17]2[C:22]([F:23])=[C:21]([F:24])[C:20]([CH2:25][O:26][CH3:27])=[C:19]([F:28])[C:18]=2[F:29])=[O:14])[C:8]1([CH3:7])[CH3:30] |f:0.1|. Reactants: CC(C)([O-])C.[K+] (potassium tert-butoxide), CC1([C@@H]([C@H]1C=O)C(=O)OCC1=C(C(=C(C(=C1F)F)COC)F)F)C (2,3,5,6-tetrafluoro-4-methoxymethylbenzyl (1R,3R)-2,2-dimethyl-3-formylcyclopropanecarboxylate), C(C)OP(OCC)(=O)C(C#N)Cl (diethyl(chlorocyanomethyl)phosphonate). Yield: 3.7%. The solvent is O1CCCC1 (tetrahydrofuran), O1CCCC1 (tetrahydrofuran). Product: Cl\C(=C/[C@@H]1C([C@@H]1C(=O)OCC1=C(C(=C(C(=C1F)F)COC)F)F)(C)C)\C#N (2,3,5,6-tetrafluoro-4-methoxymethylbenzyl (1R,3R)-3-((Z)-2-chloro-2-cyanovinyl)-2,2-dimethylcyclopropanecarboxylate). Procedure details: A solution of 0.27 g of potassium tert-butoxide in 2 ml of tetrahydrofuran was added dropwise to a mixture of 0.70 g of 2,3,5,6-tetrafluoro-4-methoxymethylbenzyl (1R,3R)-2,2-dimethyl-3-formylcyclopropanecarboxylate, 0.42 g of diethyl(chlorocyanomethyl)phosphonate and 5 ml of anhydrous tetrahydrofuran with ice-cooling under a nitrogen atmosphere. After stirring with ice-cooling for 15 minutes, the reaction mixture was poured into a saturated saline solution and the mixture was extracted with ethy... Solvent: O (Water), O (water), COCCO (ethylene glycol monomethyl ether). Product: OC=1C(=C2C(CC(OC2=C(C1C)C)(C)COC1=CC=C(CC2C(NC(S2)=O)=O)C=C1)=O)C (5-[4-(6-hydroxy-2,5,7,8-tetramethyl-4-oxochroman-2-ylmethoxy)benzyl]thiazolidine-2,4-dione). As a reaction SMILES: C([O:4][C:5]1[C:6]([CH3:35])=[C:7]2[C:12](=[C:13]([CH3:16])[C:14]=1[CH3:15])[O:11][C:10]([CH2:18][O:19][C:20]1[CH:25]=[CH:24][C:23]([CH2:26][CH:27](Cl)[C:28](OCC)=[O:29])=[CH:22][CH:21]=1)([CH3:17])[CH2:9][C:8]2=[O:34])(=O)C.[NH2:36][C:37](N)=[S:38].S1(CCCC1)(=O)=[O:41].Cl>O.COCCO>[OH:4][C:5]1[C:6]([CH3:35])=[C:7]2[C:12](=[C:13]([CH3:16])[C:14]=1[CH3:15])[O:11][C:10]([CH2:18][O:19][C:20]1[CH:21]=[CH:22][C:23]([CH2:26][CH:27]3[S:38][C:37](=[O:41])[NH:36][C:28]3=[O:29])=[CH:24][CH:25]=1)([CH3:17])[CH2:9][C:8]2=[O:34]. Conditions: time 2.5 day. Starting materials: C(C)(=O)OC=1C(=C2C(CC(OC2=C(C1C)C)(C)COC1=CC=C(C=C1)CC(C(=O)OCC)Cl)=O)C (ethyl 3-[4-(6-acetoxy-2,5,7,8-tetramethyl-4-oxochroman-2-ylmethoxy)phenyl]-2-chloropropionate), NC(=S)N (thiourea), S1(=O)(=O)CCCC1 (sulfolane), Cl (hydrochloric acid). Reported procedure: A mixture of 1.3 g of ethyl 3-[4-(6-acetoxy-2,5,7,8-tetramethyl-4-oxochroman-2-ylmethoxy)phenyl]-2-chloropropionate (prepared as described in Preparation 45), 0.4 g of thiourea and 2 g of sulfolane was heated at 120°-130° C. for 4 hours under a nitrogen stream. Then 15 ml of ethylene glycol monomethyl ether, 4 ml of water and 2 ml of concentrated hydrochloric acid were added, in that order, to the reaction mixture, and heating was continued, but at 70°-90° C., for a further 2.5 days. Water was t...